From a dataset of the Open Reaction Database (ORD), a public repository of structured organic reaction records. describe an organic reaction: reactants, conditions, products, and yield The reactants are CC1=NN(C(=C1C1=CC=CC=C1)C)C1=CC=C(C=C1)CCO (2-[4-(3,5-Dimethyl-4-phenyl-1H-pyrazol-1-yl)phenyl]ethanol), ClC1=C(C=CC=C1)S(=O)(=O)N=C=O (2-chlorobenzenesulfonyl isocyanate). Product: ClC1=C(C=CC=C1)S(=O)(=O)NC(OCCC1=CC=C(C=C1)N1N=C(C(=C1C)C1=CC=CC=C1)C)=O (2-[4-(3,5-Dimethyl-4-phenyl-1H-pyrazol-1-yl)phenyl]ethyl (2-chlorophenyl)sulfonylcarbamate). RXN SMILES: [CH3:1][C:2]1[C:6]([C:7]2[CH:12]=[CH:11][CH:10]=[CH:9][CH:8]=2)=[C:5]([CH3:13])[N:4]([C:14]2[CH:19]=[CH:18][C:17]([CH2:20][CH2:21][OH:22])=[CH:16][CH:15]=2)[N:3]=1.[Cl:23][C:24]1[CH:29]=[CH:28][CH:27]=[CH:26][C:25]=1[S:30]([N:33]=[C:34]=[O:35])(=[O:32])=[O:31]>>[Cl:23][C:24]1[CH:29]=[CH:28][CH:27]=[CH:26][C:25]=1[S:30]([NH:33][C:34](=[O:35])[O:22][CH2:21][CH2:20][C:17]1[CH:16]=[CH:15][C:14]([N:4]2[C:5]([CH3:13])=[C:6]([C:7]3[CH:8]=[CH:9][CH:10]=[CH:11][CH:12]=3)[C:2]([CH3:1])=[N:3]2)=[CH:19][CH:18]=1)(=[O:32])=[O:31]. Procedure details: The title compound was prepared according to the procedure described in step 2 of Example 1 from 2-[4-(3,5-dimethyl-4-phenyl-1H-pyrazol-1-yl)phenyl]ethanol (step 1 of Example 2) and 2-chlorobenzenesulfonyl isocyanate: 1H-NMR (CDCl3) δ 8.21 (1H, d, J=7.5 Hz), 7.55-7.20 (12H, m), 4.30 (2H, t, J=6.8 Hz), 2.91 (2H, t, J=6.8 Hz), 2.34 (3H, s), 2.28 (3H, s).